From a dataset of the Open Reaction Database (ORD), a public repository of structured organic reaction records. describe an organic reaction: reactants, conditions, products, and yield As a reaction SMILES: [CH2:17]([N:18]1[CH2:19][CH2:20][O:21][CH2:22][CH2:23]1)[CH3:24].[CH2:37]([N:38]=[C:39]=[N:40][CH2:41][CH2:42][CH2:43][N:44]([CH3:45])[CH3:46])[CH3:47].[CH3:1][N:2]1[C:3](=[O:16])[N:4]([c:10]2[n:11][cH:12][cH:13][n:14][cH:15]2)[CH2:5][CH:6]1[C:7](=[O:8])[OH:9].[Cl:48][c:49]1[c:50]([CH2:59][NH2:60])[cH:51][cH:52][cH:53][c:54]1[C:55]([F:56])([F:57])[F:58].[Cl:61][CH2:62][Cl:63].[ClH:36].[OH2:25].[OH:26][n:27]1[c:28]2[cH:29][cH:30][cH:31][cH:32][c:33]2[n:34][n:35]1>>[CH3:1][N:2]1[C:3](=[O:16])[N:4]([c:10]2[n:11][cH:12][cH:13][n:14][cH:15]2)[CH2:5][CH:6]1[C:7](=[O:9])[NH:60][CH2:59][c:50]1[c:49]([Cl:48])[c:54]([C:55]([F:56])([F:57])[F:58])[cH:53][cH:52][cH:51]1. Reactants: CCN1CCOCC1, CCN=C=NCCCN(C)C, CN1C(=O)N(c2cnccn2)CC1C(=O)O, NCc1cccc(C(F)(F)F)c1Cl, ClCCl, Cl, O, On1nnc2ccccc21. Product: CN1C(=O)N(c2cnccn2)CC1C(=O)NCc1cccc(C(F)(F)F)c1Cl.